describe an organic reaction: reactants, conditions, products, and yield From a dataset of the Open Reaction Database (ORD), a public repository of structured organic reaction records. Starting materials: O=S(=O)(O)Cl, ClC(Cl)=C(Cl)Cl, Nc1cc(F)c(F)c(F)c1F. The product is Nc1c(F)c(F)c(F)c(F)c1S(=O)(=O)O. Reaction SMILES: [Cl:12][S:13](=[O:14])(=[O:15])[OH:16].[Cl:17][C:18]([Cl:19])=[C:20]([Cl:21])[Cl:22].[F:1][c:2]1[c:3]([NH2:4])[cH:5][c:6]([F:11])[c:7]([F:10])[c:8]1[F:9]>>[F:1][c:2]1[c:3]([NH2:4])[c:5]([S:13](=[O:14])(=[O:15])[OH:16])[c:6]([F:11])[c:7]([F:10])[c:8]1[F:9]. The reactants are [OH-].[Na+] (sodium hydroxide), COC(CC=1C=NC=C(C1)C1=CC=C(C=C1)C(CC)(C1=CC(=C(C=C1)CCC1(CCCC1)O)C)CC)=O ({5-[4-(1-ethyl-1-{4-[2-(1-hydroxy-cyclopentyl)-ethyl]-3-methyl-phenyl}-propyl)-phenyl]-pyridin-3-yl}-acetic acid methyl ester), [Cl-].[NH4+] (ammonium chloride). Solvent: CO (methanol). Conditions: time 2 hour. The product is C(C)C(CC)(C1=CC(=C(C=C1)CCC1(CCCC1)O)C)C1=CC=C(C=C1)C=1C=C(C=NC1)CC(=O)O ({5-[4-(1-ethyl-1-{4-[2-(1-hydroxy-cyclopentyl)-ethyl]-3-methyl-phenyl}-propyl)-phenyl]-pyridin-3-yl}-acetic Acid). Isolated yield 60.2%. As a reaction SMILES: [OH-].[Na+].C[O:4][C:5](=[O:39])[CH2:6][C:7]1[CH:8]=[N:9][CH:10]=[C:11]([C:13]2[CH:18]=[CH:17][C:16]([C:19]([CH2:37][CH3:38])([C:22]3[CH:27]=[CH:26][C:25]([CH2:28][CH2:29][C:30]4([OH:35])[CH2:34][CH2:33][CH2:32][CH2:31]4)=[C:24]([CH3:36])[CH:23]=3)[CH2:20][CH3:21])=[CH:15][CH:14]=2)[CH:12]=1.[Cl-].[NH4+]>CO>[CH2:20]([C:19]([C:16]1[CH:15]=[CH:14][C:13]([C:11]2[CH:12]=[C:7]([CH2:6][C:5]([OH:39])=[O:4])[CH:8]=[N:9][CH:10]=2)=[CH:18][CH:17]=1)([C:22]1[CH:27]=[CH:26][C:25]([CH2:28][CH2:29][C:30]2([OH:35])[CH2:31][CH2:32][CH2:33][CH2:34]2)=[C:24]([CH3:36])[CH:23]=1)[CH2:37][CH3:38])[CH3:21] |f:0.1,3.4|. Reported procedure: A 2 N sodium hydroxide aqueous solution (0.08 mL, 0.157 mmol) was added to a solution of {5-[4-(1-ethyl-1-{4-[2-(1-hydroxy-cyclopentyl)-ethyl]-3-methyl-phenyl}-propyl)-phenyl]-pyridin-3-yl}-acetic acid methyl ester (Example 150-(1); 13.1 mg, 0.026 mmol) in methanol (0.26 mL), and the mixture was stirred at room temperature for two hours. A saturated aqueous ammonium chloride solution was added to the reaction mixture, followed by extraction with ethyl acetate. The organic layer was dried over an... Reactants: C1(CCCCC1)CN (cyclohexylmethylamine), C(C)(C)(C)OC(=O)N1CCC2=C(CC1)C(=C(C=C2)Cl)SCC=2C=NC(=CC2)Cl (3-tert-butoxycarbonyl-7-chloro-6-(6-chloro-pyridin-3-ylmethylthio)-2,3,4,5-tetrahydro-1H-benzo[d]azepine), [Cl-].[NH4+] (ammonium chloride). The solvent is CCOC(=O)C (EtOAc). Conditions: temperature 170 celsius. Yields the product C(C)(C)(C)OC(=O)N1CCC2=C(CC1)C(=C(C=C2)Cl)SCC=2C=NC(=CC2)NCC2CCCCC2 (3-tert-butoxycarbonyl-7-chloro-6-(6-cyclohexylmethylamino-pyridin-3-ylmethylthio)-2,3,4,5-tetrahydro-1H-benzo[d]azepine). The yield is 40.0%. RXN SMILES: [CH:1]1([CH2:7][NH2:8])[CH2:6][CH2:5][CH2:4][CH2:3][CH2:2]1.[C:9]([O:13][C:14]([N:16]1[CH2:22][CH2:21][C:20]2[C:23]([S:28][CH2:29][C:30]3[CH:31]=[N:32][C:33](Cl)=[CH:34][CH:35]=3)=[C:24]([Cl:27])[CH:25]=[CH:26][C:19]=2[CH2:18][CH2:17]1)=[O:15])([CH3:12])([CH3:11])[CH3:10].[Cl-].[NH4+]>CCOC(C)=O>[C:9]([O:13][C:14]([N:16]1[CH2:22][CH2:21][C:20]2[C:23]([S:28][CH2:29][C:30]3[CH:31]=[N:32][C:33]([NH:8][CH2:7][CH:1]4[CH2:6][CH2:5][CH2:4][CH2:3][CH2:2]4)=[CH:34][CH:35]=3)=[C:24]([Cl:27])[CH:25]=[CH:26][C:19]=2[CH2:18][CH2:17]1)=[O:15])([CH3:12])([CH3:10])[CH3:11] |f:2.3|. Reported procedure: Add cyclohexylmethylamine (3 mL) to a flask containing 3-tert-butoxycarbonyl-7-chloro-6-(6-chloro-pyridin-3-ylmethylthio)-2,3,4,5-tetrahydro-1H-benzo[d]azepine (340 mg, 0.8 mmol) and ammonium chloride (50 mg, 0.92 mmol). Heat the contents in a sealed flask at 170° C. for 7 h. Cool the flask to room temperature, dilute with EtOAc (50 mL) and wash with water (20 mL). Collect the organic layer and concentrate in vacuo. Purify the residue by chromatography on silica gel eluting with hexane/EtOAc (19...